The task is: describe an organic reaction: reactants, conditions, products, and yield. This data is from the Open Reaction Database (ORD), a public repository of structured organic reaction records. The reactants are CCOCC(O)C(=O)Nc1cnc(C)cn1, C1CCOC1, C[Si](C)(C)[N-][Si](C)(C)C, CCOC(C)=O, Clc1ccccc1-n1ncc2c(Cl)ncnc21, [Li+]. The product is CCOCC(Oc1ncnc2c1cnn2-c1ccccc1Cl)C(=O)Nc1cnc(C)cn1. Reaction SMILES: [CH2:11]([CH3:12])[O:13][CH2:14][CH:15]([C:16](=[O:17])[NH:18][c:19]1[n:20][cH:21][c:22]([CH3:25])[n:23][cH:24]1)[OH:26].[CH2:44]1[O:45][CH2:46][CH2:47][CH2:48]1.[CH3:1][Si:2]([N-:3][Si:4]([CH3:5])([CH3:6])[CH3:7])([CH3:8])[CH3:9].[CH3:49][CH2:50][O:51][C:52]([CH3:53])=[O:54].[Cl:27][c:28]1[c:29]2[c:30]([n:31][cH:32][n:33]1)[n:34](-[c:37]1[c:38]([Cl:43])[cH:39][cH:40][cH:41][cH:42]1)[n:35][cH:36]2.[Li+:10]>>[CH2:11]([CH3:12])[O:13][CH2:14][CH:15]([C:16](=[O:17])[NH:18][c:19]1[n:20][cH:21][c:22]([CH3:25])[n:23][cH:24]1)[O:26][c:28]1[c:29]2[c:30]([n:31][cH:32][n:33]1)[n:34](-[c:37]1[c:38]([Cl:43])[cH:39][cH:40][cH:41][cH:42]1)[n:35][cH:36]2. The solvent is C(Cl)(Cl)Cl (chloroform), C(Cl)(Cl)Cl (chloroform), CN(C=O)C (dimethylformamide), C(C)(=O)OCC (ethyl acetate). RXN SMILES: C(Cl)(=O)C(Cl)=O.CN1CCOCC1.[C:14]([C:17]1[CH:22]=[CH:21][CH:20]=[CH:19][C:18]=1[C:23]1[CH:28]=[CH:27][C:26]([CH2:29][N:30]2[C:34]([CH2:35][O:36][CH2:37][O:38][CH2:39][CH2:40][O:41][CH3:42])=[C:33]([Cl:43])[N:32]=[C:31]2[CH2:44][CH2:45][CH2:46][CH3:47])=[CH:25][CH:24]=1)(O)=[O:15].[O:48]([NH2:50])[CH3:49]>C(Cl)(Cl)Cl.C(OCC)(=O)C.CN(C)C=O>[CH3:49][O:48][NH:50][C:14]([C:17]1[CH:22]=[CH:21][CH:20]=[CH:19][C:18]=1[C:23]1[CH:24]=[CH:25][C:26]([CH2:29][N:30]2[C:34]([CH2:35][O:36][CH2:37][O:38][CH2:39][CH2:40][O:41][CH3:42])=[C:33]([Cl:43])[N:32]=[C:31]2[CH2:44][CH2:45][CH2:46][CH3:47])=[CH:27][CH:28]=1)=[O:15]. Starting materials: C(C(=O)Cl)(=O)Cl (oxalyl chloride), CN1CCOCC1 (N-methylmorpholine), C(=O)(O)C1=C(C=CC=C1)C1=CC=C(C=C1)CN1C(=NC(=C1COCOCCOC)Cl)CCCC (1-[(2'-carboxybiphenyl-4-yl)-methyl]-2-butyl-4-chloro-5-(2-methoxyethoxymethoxymethyl)imidazole), CN1CCOCC1 (N-methylmorpholine), O(C)N (methoxylamine). Reported procedure: A solution of 0.24 ml of oxalyl chloride in 5 mL of chloroform was added dropwise to a solution of 1 mL of dimethylformamide in 4 mL of chloroform at -20°. After this solution had been stirred at -20° for 20 minutes, 0.28 mL of N-methylmorpholine was added followed by 1.21 g of 1-[(2'-carboxybiphenyl-4-yl)-methyl]-2-butyl-4-chloro-5-(2-methoxyethoxymethoxymethyl)imidazole. After another 20 minutes at -20°, 0.55 ml of N-methylmorpholine and 1.35 mL of methoxylamine were added to the mixture. The ... The product is CONC(=O)C1=C(C=CC=C1)C1=CC=C(C=C1)CN1C(=NC(=C1COCOCCOC)Cl)CCCC (1-[(2'-methoxyaminocarbonylbiphenyl-4-yl)methyl]-2-butyl-4-chloro-5-(2-methoxyethoxymethoxymethyl)imidazole). Run at time 20 minute.